From a dataset of the Open Reaction Database (ORD), a public repository of structured organic reaction records. describe an organic reaction: reactants, conditions, products, and yield Reactants: CCOC(C)=O, O=[N+]([O-])c1cc(O)c(F)cc1F, [OH-], [OH-], [Pd+2]. The product is Nc1cc(O)c(F)cc1F. Reaction SMILES: [CH3:13][CH2:14][O:15][C:16]([CH3:17])=[O:18].[F:1][c:2]1[c:3]([OH:12])[cH:4][c:5]([N+:9]([O-:10])=[O:11])[c:6]([F:8])[cH:7]1.[OH-:19].[OH-:21].[Pd+2:20]>>[F:1][c:2]1[c:3]([OH:12])[cH:4][c:5]([NH2:9])[c:6]([F:8])[cH:7]1. The product is Cc1ccc(-c2cn(CCCO)nn2)cc1C(=O)c1ccc(Nc2ccc(F)cc2F)cc1Cl. RXN SMILES: [Cl:1][c:2]1[cH:3][c:4]([NH:5][c:6]2[cH:7][cH:8][c:9]([F:10])[cH:11][c:12]2[F:13])[cH:14][cH:15][c:16]1[C:17]([c:18]1[cH:19][c:20](-[c:21]2[n:22][n:23][n:24]([CH2:25][CH2:26][OH:27])[cH:28]2)[cH:29][cH:30][c:31]1[CH3:32])=[O:33].[Cl:34][c:35]1[c:36]([C:50](=[O:51])[c:52]2[c:53]([CH3:73])[cH:54][cH:55][c:56](-[c:58]3[n:59][n:60][n:61]([CH2:63][CH2:64][CH2:65][O:66][CH:67]4[CH2:68][CH2:69][CH2:70][CH2:71][O:72]4)[cH:62]3)[cH:57]2)[cH:37][cH:38][c:39]([NH:41][c:42]2[c:43]([F:49])[cH:44][c:45]([F:48])[cH:46][cH:47]2)[cH:40]1>>[Cl:34][c:35]1[c:36]([C:50](=[O:51])[c:52]2[c:53]([CH3:73])[cH:54][cH:55][c:56](-[c:58]3[n:59][n:60][n:61]([CH2:63][CH2:64][CH2:65][OH:66])[cH:62]3)[cH:57]2)[cH:37][cH:38][c:39]([NH:41][c:42]2[c:43]([F:49])[cH:44][c:45]([F:48])[cH:46][cH:47]2)[cH:40]1. Starting materials: Cc1ccc(-c2cn(CCO)nn2)cc1C(=O)c1ccc(Nc2ccc(F)cc2F)cc1Cl, Cc1ccc(-c2cn(CCCOC3CCCCO3)nn2)cc1C(=O)c1ccc(Nc2ccc(F)cc2F)cc1Cl. Starting materials: Clc1ncccn1, CC(C)(C)OC(=O)N1CCC(c2ccc(OCCO)cc2)C(OCc2ccc3ccccc3c2)C1. The product is CC(C)(C)OC(=O)N1CCC(c2ccc(OCCOc3ncccn3)cc2)C(OCc2ccc3ccccc3c2)C1. Reaction SMILES: [Cl:36][c:37]1[n:38][cH:39][cH:40][cH:41][n:42]1.[OH:1][CH2:2][CH2:3][O:4][c:5]1[cH:6][cH:7][c:8]([CH:11]2[CH:12]([O:24][CH2:25][c:26]3[cH:27][c:28]4[cH:29][cH:30][cH:31][cH:32][c:33]4[cH:34][cH:35]3)[CH2:13][N:14]([C:17](=[O:18])[O:19][C:20]([CH3:21])([CH3:22])[CH3:23])[CH2:15][CH2:16]2)[cH:9][cH:10]1>>[O:1]([CH2:2][CH2:3][O:4][c:5]1[cH:6][cH:7][c:8]([CH:11]2[CH:12]([O:24][CH2:25][c:26]3[cH:27][c:28]4[cH:29][cH:30][cH:31][cH:32][c:33]4[cH:34][cH:35]3)[CH2:13][N:14]([C:17](=[O:18])[O:19][C:20]([CH3:21])([CH3:22])[CH3:23])[CH2:15][CH2:16]2)[cH:9][cH:10]1)[c:37]1[n:38][cH:39][cH:40][cH:41][n:42]1.